From a dataset of the Open Reaction Database (ORD), a public repository of structured organic reaction records. describe an organic reaction: reactants, conditions, products, and yield Starting materials: CS(=O)(=O)c1ccc(C(=O)NN)cc1, Cc1c(NC(C(=O)O)C(C)O)ccc(C#N)c1Cl. Product: Cc1c(NC(C(=O)NNC(=O)c2ccc(S(C)(=O)=O)cc2)C(C)O)ccc(C#N)c1Cl. As a reaction SMILES: [CH3:19][S:20](=[O:21])(=[O:22])[c:23]1[cH:24][cH:25][c:26]([C:27](=[O:28])[NH:29][NH2:30])[cH:31][cH:32]1.[Cl:1][c:2]1[c:3]([CH3:18])[c:4]([NH:10][CH:11]([C:12](=[O:13])[OH:14])[CH:15]([CH3:16])[OH:17])[cH:5][cH:6][c:7]1[C:8]#[N:9]>>[Cl:1][c:2]1[c:3]([CH3:18])[c:4]([NH:10][CH:11]([C:12](=[O:14])[NH:30][NH:29][C:27]([c:26]2[cH:25][cH:24][c:23]([S:20]([CH3:19])(=[O:21])=[O:22])[cH:32][cH:31]2)=[O:28])[CH:15]([CH3:16])[OH:17])[cH:5][cH:6][c:7]1[C:8]#[N:9]. Reactants: COC(C(C1=CC=C(C=C1)OCCOC1=CC=C(C=C1)Cl)=O)=O (4-[[2-(4-chlorophenoxy)ethyl]oxy]-alpha-oxobenzeneacetic acid methyl ester). Run in CO (methanol), [OH-].[Na+] (sodium hydroxide). The product is ClC1=CC=C(OCCOC2=CC=C(C=C2)C(C(=O)O)=O)C=C1 (4-[[2-(4-chlorophenoxy)ethyl]oxy]-alpha-oxobenzeneacetic acid). The yield is 91.3%. Reaction SMILES: C[O:2][C:3](=[O:23])[C:4](=[O:22])[C:5]1[CH:10]=[CH:9][C:8]([O:11][CH2:12][CH2:13][O:14][C:15]2[CH:20]=[CH:19][C:18]([Cl:21])=[CH:17][CH:16]=2)=[CH:7][CH:6]=1>CO.[OH-].[Na+]>[Cl:21][C:18]1[CH:17]=[CH:16][C:15]([O:14][CH2:13][CH2:12][O:11][C:8]2[CH:9]=[CH:10][C:5]([C:4](=[O:22])[C:3]([OH:23])=[O:2])=[CH:6][CH:7]=2)=[CH:20][CH:19]=1 |f:2.3|. Procedure: A mixture of 4-[[2-(4-chlorophenoxy)ethyl]oxy]-alpha-oxobenzeneacetic acid methyl ester (0.72 g) in methanol and 0.5N sodium hydroxide (8 mL) was treated as in Example 19. Extraction provided solids which were crystallized from diethyl ether-hexane to give 0.63 g of colorless 4-[[2-(4-chlorophenoxy)ethyl]oxy]-alpha-oxobenzeneacetic acid, mp 121°-122° C. Reactants: CN(C)CC1=CC=C(CSCCSC)O1 (2-[[5-[(dimethylamino)methyl]furfuryl]thio]ethylmethyl sulphide), [N+](=O)([O-])C=C(NC1CCCCCC1)N (2-nitro-N-cycloheptyl-1,1-ethenediamine), product. Product: CN(C)CC1=CC=C(CSCCNC(=C[N+](=O)[O-])NC2CCCCCC2)O1 (N-[2-[[5-[(dimethylamino)methyl]furfuryl]thio]ethyl]-N'-cycloheptyl-2-nitro-1,1-ethenediamine). As a reaction SMILES: [CH3:1][N:2]([CH2:4][C:5]1[O:15][C:8]([CH2:9][S:10][CH2:11][CH2:12]SC)=[CH:7][CH:6]=1)[CH3:3].[N+:16]([CH:19]=[C:20]([NH2:29])[NH:21][CH:22]1[CH2:28][CH2:27][CH2:26][CH2:25][CH2:24][CH2:23]1)([O-:18])=[O:17]>>[CH3:1][N:2]([CH2:4][C:5]1[O:15][C:8]([CH2:9][S:10][CH2:11][CH2:12][NH:29][C:20]([NH:21][CH:22]2[CH2:28][CH2:27][CH2:26][CH2:25][CH2:24][CH2:23]2)=[CH:19][N+:16]([O-:18])=[O:17])=[CH:7][CH:6]=1)[CH3:3]. Procedure: 24.54 grams of 2-[[5-[(dimethylamino)methyl]furfuryl]thio]ethylmethyl sulphide are reacted with 40 grams of 2-nitro-N-cycloheptyl-1,1-ethenediamine at 80° C. for 3 hours. The mixture is cooled and the procedure described in Example 1 is followed. The product melts at 91°-94° C. Spectrophotometric analyses confirm its structure. Reactants: Fc1ccc(Br)cc1Cl, CS(C)=O, CS(=O)(=O)c1ccc(-c2cn[nH]c(=O)c2Cc2ccc(F)cc2)cc1. Product: CS(=O)(=O)c1ccc(-c2cnn(-c3ccc(F)c(Cl)c3)c(=O)c2Cc2ccc(F)cc2)cc1. RXN SMILES: [Br:26][c:27]1[cH:28][c:29]([Cl:34])[c:30]([F:33])[cH:31][cH:32]1.[CH3:35][S:36]([CH3:37])=[O:38].[F:1][c:2]1[cH:3][cH:4][c:5]([CH2:8][c:9]2[c:10](=[O:25])[nH:11][n:12][cH:13][c:14]2-[c:15]2[cH:16][cH:17][c:18]([S:21](=[O:22])(=[O:23])[CH3:24])[cH:19][cH:20]2)[cH:6][cH:7]1>>[F:1][c:2]1[cH:3][cH:4][c:5]([CH2:8][c:9]2[c:10](=[O:25])[n:11](-[c:27]3[cH:28][c:29]([Cl:34])[c:30]([F:33])[cH:31][cH:32]3)[n:12][cH:13][c:14]2-[c:15]2[cH:16][cH:17][c:18]([S:21](=[O:22])(=[O:23])[CH3:24])[cH:19][cH:20]2)[cH:6][cH:7]1. As a reaction SMILES: [Br:1][c:2]1[cH:3][c:4]([CH3:25])[c:5](-[n:8]2[c:9](=[O:24])[nH:10][n:11][c:12]2[CH2:13][CH:14]2[CH2:15][N:16]([C:19](=[O:20])[CH:21]3[CH2:22][CH2:23]3)[CH2:17][CH2:18]2)[cH:6][cH:7]1.[CH2:44]1[O:45][CH2:46][CH2:47][O:48][CH2:49]1.[K+:38].[K+:39].[O-:40][C:41]([O-:42])=[O:43].[OH2:50].[nH:26]1[cH:27][cH:28][c:29]2[cH:30][cH:31][c:32]([B:35]([OH:36])[OH:37])[cH:33][c:34]12>>[c:2]1(-[c:32]2[cH:31][cH:30][c:29]3[cH:28][cH:27][nH:26][c:34]3[cH:33]2)[cH:3][c:4]([CH3:25])[c:5](-[n:8]2[c:9](=[O:24])[nH:10][n:11][c:12]2[CH2:13][CH:14]2[CH2:15][N:16]([C:19](=[O:20])[CH:21]3[CH2:22][CH2:23]3)[CH2:17][CH2:18]2)[cH:6][cH:7]1. Product: Cc1cc(-c2ccc3cc[nH]c3c2)ccc1-n1c(CC2CCN(C(=O)C3CC3)C2)n[nH]c1=O. Starting materials: Cc1cc(Br)ccc1-n1c(CC2CCN(C(=O)C3CC3)C2)n[nH]c1=O, C1COCCO1, [K+], [K+], O=C([O-])[O-], O, OB(O)c1ccc2cc[nH]c2c1.